This data is from the Open Reaction Database (ORD), a public repository of structured organic reaction records. The task is: describe an organic reaction: reactants, conditions, products, and yield The reactants are CCO, CCN(C(C)C)C(C)C, I, CC(C)C(NS(=O)(=O)c1ccc(CCCCN)cc1)C(N)=O, CSC(=N)NC(=O)c1nc(Cl)c(N)nc1N. Yields the product CC(C)C(NS(=O)(=O)c1ccc(CCCCNC(N)=NC(=O)c2nc(Cl)c(N)nc2N)cc1)C(N)=O. RXN SMILES: [CH3:49][CH2:50][OH:51].[CH:23]([N:24]([CH:25]([CH3:26])[CH3:27])[CH2:28][CH3:29])([CH3:30])[CH3:31].[IH:32].[NH2:1][CH2:2][CH2:3][CH2:4][CH2:5][c:6]1[cH:7][cH:8][c:9]([S:12](=[O:13])(=[O:14])[NH:15][CH:16]([C:17](=[O:18])[NH2:19])[CH:20]([CH3:21])[CH3:22])[cH:10][cH:11]1.[NH2:33][c:34]1[c:35]([C:42](=[O:43])[NH:44][C:45]([S:46][CH3:47])=[NH:48])[n:36][c:37]([Cl:41])[c:38]([NH2:40])[n:39]1>>[NH:1]([CH2:2][CH2:3][CH2:4][CH2:5][c:6]1[cH:7][cH:8][c:9]([S:12](=[O:13])(=[O:14])[NH:15][CH:16]([C:17](=[O:18])[NH2:19])[CH:20]([CH3:21])[CH3:22])[cH:10][cH:11]1)[C:45](=[N:44][C:42]([c:35]1[c:34]([NH2:33])[n:39][c:38]([NH2:40])[c:37]([Cl:41])[n:36]1)=[O:43])[NH2:48]. Reactants: CC(C)CCN, CCO, CC(CN1CCCC1)N1c2ccccc2Sc2ccc(C(N)=O)cc21, S. The product is CC(C)CCNC(=O)c1ccc2c(c1)N(C(C)CN1CCCC1)c1ccccc1S2. RXN SMILES: [CH3:26][CH:27]([CH2:28][CH2:29][NH2:30])[CH3:31].[CH3:33][CH2:34][OH:35].[N:1]1([CH2:6][CH:7]([CH3:8])[N:9]2[c:10]3[cH:11][cH:12][cH:13][cH:14][c:15]3[S:16][c:17]3[cH:18][cH:19][c:20]([C:23](=[O:24])[NH2:25])[cH:21][c:22]32)[CH2:2][CH2:3][CH2:4][CH2:5]1.[SH2:32]>>[N:1]1([CH2:6][CH:7]([CH3:8])[N:9]2[c:10]3[cH:11][cH:12][cH:13][cH:14][c:15]3[S:16][c:17]3[cH:18][cH:19][c:20]([C:23](=[O:24])[NH:25][CH2:29][CH2:28][CH:27]([CH3:26])[CH3:31])[cH:21][c:22]32)[CH2:2][CH2:3][CH2:4][CH2:5]1. The reactants are ClC1=NC=NC2=C1C1=C([Se]2)CCCC1 (4-Chloro-5,6,7,8-tetrahydrobenzo[1,2-b]pyrimidino[5,4-d]selenophene), C(C)(C)(C)C1=CC(=C(S1)C(=O)N)N (5-tert-butyl-3-aminothiophene-2-carboxamide), [OH-].[Na+] (NaOH). The solvent is CN(C)C=O (DMF). Product: C(C)(C)(C)C1=CC(=C(S1)C(=O)N)NC1=NC=NC2=C1C1=C([Se]2)CCCC1 ((5-tert-Butyl)-3-(5,6,7,8-tetrahydrobenzo[1,2-b]pyrimidino[5,6-d]selenophen-4-ylamino)thiophene-2-carboxamide). As a reaction SMILES: Cl[C:2]1[C:7]2[C:8]3[CH2:14][CH2:13][CH2:12][CH2:11][C:9]=3[Se:10][C:6]=2[N:5]=[CH:4][N:3]=1.[C:15]([C:19]1[S:23][C:22]([C:24]([NH2:26])=[O:25])=[C:21]([NH2:27])[CH:20]=1)([CH3:18])([CH3:17])[CH3:16].[OH-].[Na+]>CN(C=O)C>[C:15]([C:19]1[S:23][C:22]([C:24]([NH2:26])=[O:25])=[C:21]([NH:27][C:2]2[C:7]3[C:8]4[CH2:14][CH2:13][CH2:12][CH2:11][C:9]=4[Se:10][C:6]=3[N:5]=[CH:4][N:3]=2)[CH:20]=1)([CH3:18])([CH3:16])[CH3:17] |f:2.3|. Procedure: To a solution of 4-chloro-5,6,7,8-tetrahydrobenzo[1,2-b]pyrimidino[5,4-d]selenophene (700 mg, 2.57 mmol, from step b of example 1) in DMF (10 mL) was added sequentially 5-tert-butyl-3-aminothiophene-2-carboxamide (700 mg, 3.6 mmol) and powdered NaOH (310 mg, 7.7 mmol) at rt. Work-up of the mixture as described in example 2, gave the product as a yellow color solid, mp 240-244° C. 1H NMR (400 MHz, DMSO-d6): δ 11.38 (1H, s, exchangeable with D2O), 8.45 (1H, s), 8.27 (1H, s), 7.53 (2H, s, exchangea... Starting materials: ClC1=C(C=CC=C1)N1C(=NC2=CC=CC=C2C1=O)C (3-(2-chloro-phenyl)-2-methyl-3H-quinazolin-4-one), C(C)(=O)OC(C)=O (acetic anhydride), CC=1SC=C(N1)C=O (2-methylthiazole-4-carboxaldehyde). Reagents/catalysts: [Cl-].[Zn+2].[Cl-] (zinc chloride). The solvent is O (water). Yields the product ClC1=C(C=CC=C1)N1C(=NC2=CC=CC=C2C1=O)C=CC=1N=C(SC1)C (3-(2-chloro-phenyl)-2-[2-(2-methyl-thiazol-4-yl)-vinyl]-3H-quinazolin-4-one). The yield is 73.2%. RXN SMILES: [Cl:1][C:2]1[CH:7]=[CH:6][CH:5]=[CH:4][C:3]=1[N:8]1[C:17](=[O:18])[C:16]2[C:11](=[CH:12][CH:13]=[CH:14][CH:15]=2)[N:10]=[C:9]1[CH3:19].C(OC(=O)C)(=O)C.[CH3:27][C:28]1[S:29][CH:30]=[C:31]([CH:33]=O)[N:32]=1>O.[Cl-].[Zn+2].[Cl-]>[Cl:1][C:2]1[CH:7]=[CH:6][CH:5]=[CH:4][C:3]=1[N:8]1[C:17](=[O:18])[C:16]2[C:11](=[CH:12][CH:13]=[CH:14][CH:15]=2)[N:10]=[C:9]1[CH:19]=[CH:33][C:31]1[N:32]=[C:28]([CH3:27])[S:29][CH:30]=1 |f:4.5.6|. Procedure: Anhydrous zinc chloride (0.136 g, 1.0 mmol) was fused with a nitrogen purge in a round bottom flask with an open flame. The reaction vessel was allowed to return to ambient temperature, at which time dioxane (10 mL) was then added. To this mixture was added 3-(2-chloro-phenyl)-2-methyl-3H-quinazolin-4-one (0.135 g, 0.50 mmol), acetic anhydride (0.141 mL, 1.5 mmol), and 2-methylthiazole-4-carboxaldehyde (0.191 g, 1.5 mmol). The reaction was refluxed for 3 hours, and was then allowed to cool to am... Starting materials: O=C([O-])O, COC(=O)c1ccc(CC(C=O)CCBr)cc1, CC#N, Cl, CCOC(=O)CNC, [Na+], O. Product: CCOC(=O)CN(C)CCC(C=O)Cc1ccc(C(=O)OC)cc1. As a reaction SMILES: [C:27](=[O:28])([OH:29])[O-:30].[CH3:1][O:2][C:3]([c:4]1[cH:5][cH:6][c:7]([CH2:10][CH:11]([CH2:12][CH2:13][Br:14])[CH:15]=[O:16])[cH:8][cH:9]1)=[O:17].[CH3:33][C:34]#[N:35].[ClH:18].[NH:19]([CH3:20])[CH2:21][C:22](=[O:23])[O:24][CH2:25][CH3:26].[Na+:31].[OH2:32]>>[CH3:1][O:2][C:3]([c:4]1[cH:5][cH:6][c:7]([CH2:10][CH:11]([CH2:12][CH2:13][N:19]([CH3:20])[CH2:21][C:22](=[O:23])[O:24][CH2:25][CH3:26])[CH:15]=[O:16])[cH:8][cH:9]1)=[O:17]. The reactants are ON1C(C=2C(C1=O)=CC=CC2)=O (N-hydroxyphthalimide), Cl.ClCC1=NNC=C1 (3-chloromethylpyrazole hydrochloride), [Na] (sodium). The solvent is C(C)O (ethanol). Conditions: time 2.5 hour. Yields the product C1(C=2C(C(N1OCC1=NNC=C1)=O)=CC=CC2)=O (3-(phthalimidooxymethyl)pyrazole). As a reaction SMILES: [OH:1][N:2]1[C:6](=[O:7])[C:5]2=[CH:8][CH:9]=[CH:10][CH:11]=[C:4]2[C:3]1=[O:12].Cl.Cl[CH2:15][C:16]1[CH:20]=[CH:19][NH:18][N:17]=1.[Na]>C(O)C>[C:3]1(=[O:12])[N:2]([O:1][CH2:15][C:16]2[CH:20]=[CH:19][NH:18][N:17]=2)[C:6](=[O:7])[C:5]2=[CH:8][CH:9]=[CH:10][CH:11]=[C:4]12 |f:1.2,^1:20|. Procedure details: 1.96 g N-hydroxyphthalimide and 765 mg of 3-chloromethylpyrazole hydrochloride were added to a mixture of 0.28 g of sodium and 20 ml of ethanol under cooling in ice-bath and the resulting mixture was stirred for 2.5 hours at room temperature. The solvent was distilled off and water was added to the residue. The mixture was extracted with chloroform and the extract was washed with SSB and SSC and then dried with sodium sulfate. The solvent was distilled off and the residue was washed with ether t...